From a dataset of the Open Reaction Database (ORD), a public repository of structured organic reaction records. describe an organic reaction: reactants, conditions, products, and yield The reactants are [Ag+], CC(C)=O, O=[N+]([O-])[O-], CSc1nc(N)nc(-c2ccc(CBr)o2)c1C#N, O. The product is CSc1nc(N)nc(-c2ccc(CO)o2)c1C#N. RXN SMILES: [Ag+:28].[CH3:20][C:21](=[O:22])[CH3:23].[N+:24]([O-:25])([O-:26])=[O:27].[NH2:1][c:2]1[n:3][c:4]([S:17][CH3:18])[c:5]([C:15]#[N:16])[c:6](-[c:8]2[o:9][c:10]([CH2:13][Br:14])[cH:11][cH:12]2)[n:7]1.[OH2:19]>>[NH2:1][c:2]1[n:3][c:4]([S:17][CH3:18])[c:5]([C:15]#[N:16])[c:6](-[c:8]2[o:9][c:10]([CH2:13][OH:19])[cH:11][cH:12]2)[n:7]1. Reactants: Cl.O(C)N (Methoxylamine hydrochloride), ClC1=C(C=CC=C1)S(=O)(=O)Cl (2-chlorobenzenesulfonyl chloride), O (Water). The solvent is N1=CC=CC=C1 (pyridine). The product is ClC1=C(C=CC=C1)S(=O)(=O)NOC (2-chloro-N-methoxybenzenesulfonamide). The yield is 63.6%. RXN SMILES: Cl.[O:2]([NH2:4])[CH3:3].[Cl:5][C:6]1[CH:11]=[CH:10][CH:9]=[CH:8][C:7]=1[S:12](Cl)(=[O:14])=[O:13].O>N1C=CC=CC=1>[Cl:5][C:6]1[CH:11]=[CH:10][CH:9]=[CH:8][C:7]=1[S:12]([NH:4][O:2][CH3:3])(=[O:14])=[O:13] |f:0.1|. Procedure: Methoxylamine hydrochloride (0.95 g (11.4 mmol)) was suspended in pyridine (4.0 ml). To this, under cooling with ice and with stirring, 2-chlorobenzenesulfonyl chloride (2.11 g (10.0 mmol)) was added and the mixture was stirred under cooling with ice for one hour and at room temperature for one hour. Water (50.0 ml) was added to the reaction mixture and the resulting mixture was extracted with ethyl acetate. The extract was washed with water, dilute hydrochloric acid and a saturated aqueous solu... The reactants are Cl (hydrochloric acid), C(C)N(C(C)C)C(C)C (N-ethyldiisopropylamine), COCCl (chloromethyl methyl ether), BrC1=C(C=C(C=C1)CO)C ((4-bromo-3-methylphenyl)methanol). Solvent: C(Cl)Cl (methylene chloride), O (Water). Conditions: time 2.5 hour. Yields the product BrC1=C(C=C(C=C1)COCOC)C (1-bromo-4-[(methoxymethoxy)methyl]-2-methylbenzene). As a reaction SMILES: [Br:1][C:2]1[CH:7]=[CH:6][C:5]([CH2:8][OH:9])=[CH:4][C:3]=1[CH3:10].C(N(C(C)C)C(C)C)C.[CH3:20][O:21][CH2:22]Cl.Cl>C(Cl)Cl.O>[Br:1][C:2]1[CH:7]=[CH:6][C:5]([CH2:8][O:9][CH2:20][O:21][CH3:22])=[CH:4][C:3]=1[CH3:10]. Procedure details: 9.10 g of (4-bromo-3-methylphenyl)methanol was dissolved in 91 mL of methylene chloride and cooled to 5° C., to which 19.7 mL of N-ethyldiisopropylamine and 6.9 mL of chloromethyl methyl ether were successively added dropwise at 5 to 10° C., and then this mixture was stirred for 2.5 hours at room temperature. Water was added to the reaction mixture and adjusted to pH 7 with 6M hydrochloric acid, and then the organic phase was separated therefrom. After the resultant organic phase was washed with... Starting materials: BrC=1C2=CC=CC=C2C(=C2C=CC=CC12)C1=CC=C(C=C1)C (9-bromo-10-p-tolyl-anthracene), [Li]CCCC (n-BuLi), O (water), C(C)(C)OB1OC(C(O1)(C)C)(C)C (2-isopropoxy-4,4,5,5-tetramethyl-1,3,2-dioxaborolane). Run in C1CCOC1 (THF). Reaction conditions: temperature -78 celsius, time 1 hour. Product: CC1(OB(OC1(C)C)C=1C2=CC=CC=C2C(=C2C=CC=CC12)C1=CC=C(C=C1)C)C (4,4,5,5-tetramethyl-2-(10-p-tolyl-anthracene-9-yl)-[1,3,2]-dioxaborolane). The yield is 67.0%. As a reaction SMILES: Br[C:2]1[C:3]2[C:8]([C:9]([C:16]3[CH:21]=[CH:20][C:19]([CH3:22])=[CH:18][CH:17]=3)=[C:10]3[C:15]=1[CH:14]=[CH:13][CH:12]=[CH:11]3)=[CH:7][CH:6]=[CH:5][CH:4]=2.[Li]CCCC.C(O[B:32]1[O:36][C:35]([CH3:38])([CH3:37])[C:34]([CH3:40])([CH3:39])[O:33]1)(C)C.O>C1COCC1>[CH3:39][C:34]1([CH3:40])[C:35]([CH3:38])([CH3:37])[O:36][B:32]([C:2]2[C:3]3[C:8]([C:9]([C:16]4[CH:21]=[CH:20][C:19]([CH3:22])=[CH:18][CH:17]=4)=[C:10]4[C:15]=2[CH:14]=[CH:13][CH:12]=[CH:11]4)=[CH:7][CH:6]=[CH:5][CH:4]=3)[O:33]1. Procedure: 4.6 g (1 eq, 13.25 mmol) of 9-bromo-10-p-tolyl-anthracene was dissolved in 150 ml of THF in a 500 ml round-bottomed flask in Ar gas condition, and 6.36 ml (1.2 eq, 15.9 mmol) of 2.5M n-BuLi (in hexane) was added to the solution at −78° C. After stirring the solution at −78° C. for 1 hour, 3.52 ml (1.3 eq, 17.23 mmol) of 2-isopropoxy-4,4,5,5-tetramethyl-1,3,2-dioxaborolane was added to the solution and stirred at room temperature for 2 hours. Next, 50 ml of water was added to the solution to term...